Dataset: the Open Reaction Database (ORD), a public repository of structured organic reaction records. Task: describe an organic reaction: reactants, conditions, products, and yield Starting materials: C1(=CC=CC=C1)C=1N=C(OC1C1=CC=CC=C1)CBr (4,5-diphenyl-2-bromomethyloxazole), N1CCNCC1 (piperazine). Run in C(C)O (ethanol). Conditions: time 8 hour. Product: C1(=CC=CC=C1)C=1N=C(OC1C1=CC=CC=C1)CN1CCNCC1 (N-(4,5-diphenyloxazolyl)methyl piperazine). The yield is 98.4%. Reaction SMILES: [C:1]1([C:7]2[N:8]=[C:9]([CH2:18]Br)[O:10][C:11]=2[C:12]2[CH:17]=[CH:16][CH:15]=[CH:14][CH:13]=2)[CH:6]=[CH:5][CH:4]=[CH:3][CH:2]=1.[NH:20]1[CH2:25][CH2:24][NH:23][CH2:22][CH2:21]1>C(O)C>[C:1]1([C:7]2[N:8]=[C:9]([CH2:18][N:20]3[CH2:25][CH2:24][NH:23][CH2:22][CH2:21]3)[O:10][C:11]=2[C:12]2[CH:17]=[CH:16][CH:15]=[CH:14][CH:13]=2)[CH:6]=[CH:5][CH:4]=[CH:3][CH:2]=1. Procedure details: A mixture of 4,5-diphenyl-2-bromomethyloxazole (X; 20 g, 0.063 moles) and excess piperazine (10 mol equivalent) in 400 ml of absolute ethanol was stirred overnight at room temperature. The reaction mixture was evaporated and the residue was taken up in 4X200 ml of methylene chloride and washed several times with water and brine. The organic layer was dried over Na2SO4, evaporated and the product was obtained as a yellow solid (19.8 g, 95%) after passing through a silica gel column and eluting wi...